This data is from the Open Reaction Database (ORD), a public repository of structured organic reaction records. The task is: describe an organic reaction: reactants, conditions, products, and yield Starting materials: solution, B (borane), CC(C(C(=O)N)NC1=CC=NC2=CC=CC=C12)C (3-Methyl-2-(4-quinolylamino)butanamide). Solvent: C1CCOC1 (THF), C1CCOC1 (THF). Run at temperature 0 celsius, time 1 hour. Product: CC(C(CN)NC1=CC=NC2=CC=CC=C12)C (3-Methyl-N2-(4-quinolyl)butane-1,2-diamine). As a reaction SMILES: [CH3:1][CH:2]([CH3:18])[CH:3]([NH:7][C:8]1[C:17]2[C:12](=[CH:13][CH:14]=[CH:15][CH:16]=2)[N:11]=[CH:10][CH:9]=1)[C:4]([NH2:6])=O.B>C1COCC1>[CH3:1][CH:2]([CH3:18])[CH:3]([NH:7][C:8]1[C:17]2[C:12](=[CH:13][CH:14]=[CH:15][CH:16]=2)[N:11]=[CH:10][CH:9]=1)[CH2:4][NH2:6]. Procedure details: 3-Methyl-2-(4-quinolylamino)butanamide (460 mg, 1.9 mmol) was dissolved in anhydrous THF (30 ml) under argon, the mixture was cooled to 0° C. and a 1M solution of borane in anhydrous THF (8 ml, 8 mmol) was added with stirring. Stirring was continued for 1 hour at 0° C., the cooling bath was removed and the mixture was allowed to warm to room temperature overnight with stirring. The mixture was quenched with 1M NaOH and extracted with ethyl acetate. The organic phase was evaporated to dryness und... Reactants: CSC (dimethylsulfide), S1C2=C(C=C1CC=1C=C(C3=CC=CC=C3C1OC)C1O[C@@H]([C@@H]([C@@H]([C@@H]1OCC1=CC=CC=C1)OCC1=CC=CC=C1)OCC1=CC=CC=C1)COCC1=CC=CC=C1)C=CC=C2 ((3R,4R,5S,6R)-2-[3-(benzo[b]thiophen-2-ylmethyl)-4-methoxynaphthalen-1-yl]-3,4,5-trisbenzyloxy-6-benzyloxymethyltetrahydropyran), O (water). The solvent is C(Cl)Cl (methylene chloride). Conditions: time 3 day. Product: S1C2=C(C=C1CC=1C=C(C3=CC=CC=C3C1OC)[C@@H]1O[C@@H]([C@H]([C@@H]([C@H]1O)O)O)CO)C=CC=C2 ((2S,3R,4R,5S,6R)-2-[3-(Benzo[b]thiophen-2-ylmethyl)-4-methoxynaphthalen-1-yl]-6-hydroxymethyl-tetrahydropyran-3,4,5-triol). Isolated yield 28.3%. RXN SMILES: CSC.[S:4]1[C:8]([CH2:9][C:10]2[CH:11]=[C:12]([CH:22]3[C@@H:27]([O:28]CC4C=CC=CC=4)[C@@H:26]([O:36]CC4C=CC=CC=4)[C@@H:25]([O:44]CC4C=CC=CC=4)[C@@H:24]([CH2:52][O:53]CC4C=CC=CC=4)[O:23]3)[C:13]3[C:18]([C:19]=2[O:20][CH3:21])=[CH:17][CH:16]=[CH:15][CH:14]=3)=[CH:7][C:6]2[CH:61]=[CH:62][CH:63]=[CH:64][C:5]1=2.O>C(Cl)Cl>[S:4]1[C:8]([CH2:9][C:10]2[CH:11]=[C:12]([C@H:22]3[C@H:27]([OH:28])[C@@H:26]([OH:36])[C@H:25]([OH:44])[C@@H:24]([CH2:52][OH:53])[O:23]3)[C:13]3[C:18]([C:19]=2[O:20][CH3:21])=[CH:17][CH:16]=[CH:15][CH:14]=3)=[CH:7][C:6]2[CH:61]=[CH:62][CH:63]=[CH:64][C:5]1=2. Procedure: Under a nitrogen atmosphere, dimethylsulfide (1.6 ml) and a boron trifluoride-diethyl ether complex (0.79 ml, 6.23 mmol) were added to a solution of (3R,4R,5S,6R)-2-[3-(benzo[b]thiophen-2-ylmethyl)-4-methoxynaphthalen-1-yl]-3,4,5-trisbenzyloxy-6-benzyloxymethyltetrahydropyran (515 mg, 0.62 mmol) in methylene chloride (10 ml) under cooling with ice. The reaction mixture was stirred at room temperature for three days, then water (10 ml) was added under cooling with ice and the mixture was extracte... The reactants are O.C([O-])(O)=O.[Na+] (sodium bicarbonate water), OC1C[C@H](N2C(CCC[C@@H]2C1)=O)C1=CC=CC=C1 ((6S*,9aR*)-8-hydroxy-6-phenyloctahydroquinolizin-4-one), N1C=NC=C1 (Imidazole), CC(C)(C)[Si](C)(C)Cl (TBSCl). Reagents/catalysts: CN(C)C=1C=CN=CC1 (DMAP). Solvent: C(C)(=O)OCC (ethyl acetate), CN(C)C=O (DMF). Reaction conditions: time 8 hour. Product: [Si](C)(C)(C(C)(C)C)O[C@@H]1C[C@H](N2C(CCC[C@@H]2C1)=O)C1=CC=CC=C1 ((6S*,8S*,9aR*)-8-(tert-butyldimethylsilanyloxy)-6-phenyloctahydroquinolizin-4-one). Isolated yield 54.5%. RXN SMILES: [OH:1][CH:2]1[CH2:11][C@@H:10]2[N:5]([C:6](=[O:12])[CH2:7][CH2:8][CH2:9]2)[C@H:4]([C:13]2[CH:18]=[CH:17][CH:16]=[CH:15][CH:14]=2)[CH2:3]1.N1C=CN=C1.[CH3:24][C:25]([Si:28](Cl)([CH3:30])[CH3:29])([CH3:27])[CH3:26].O.C(=O)(O)[O-].[Na+]>CN(C=O)C.CN(C1C=CN=CC=1)C.C(OCC)(=O)C>[Si:28]([O:1][C@H:2]1[CH2:11][C@@H:10]2[N:5]([C:6](=[O:12])[CH2:7][CH2:8][CH2:9]2)[C@H:4]([C:13]2[CH:14]=[CH:15][CH:16]=[CH:17][CH:18]=2)[CH2:3]1)([C:25]([CH3:27])([CH3:26])[CH3:24])([CH3:30])[CH3:29] |f:3.4.5|. Procedure: A solution of (6S*,9aR*)-8-hydroxy-6-phenyloctahydroquinolizin-4-one (96.4 mg) in DMF (5.0 mL) was cooled to 0° C. Imidazole (80.3 mg), TBSCl (88.9 mg), and DMAP (4.8 mg) were sequentially added to the reaction solution, which was then stirred at room temperature overnight. Saturated sodium bicarbonate water and ethyl acetate were added to the reaction solution, and the organic layer was separated. The resulting organic layer was washed with brine, dried over anhydrous magnesium sulfate, and the... Starting materials: resultant solution, ClC(=O)OC1=CC=CC=C1 (phenyl chloroformate), [N-]=[N+]=[N-] (azide), Compound 4, N1=CC=CC=C1 (pyridine), C(C)(=O)OCC (ethyl acetate), resultant residue, C1(=CC=CC=C1)P(C1=CC=CC=C1)C1=CC=CC=C1 (triphenylphosphine). The solvent is ClCCl (dichloromethane), S(=O)(=O)([O-])[O-].[Na+].[Na+] (sodium sulfate), ClCCl (dichloromethane), hexanes, C(Cl)(Cl)Cl (CHCl3), O (water), C1CCOC1 (THF). Reaction conditions: temperature 50 celsius. Yields the product C(C1=CC=CC=C1)OC(=O)[C@H]1NC(O[C@H]1C(C)C)=O ((4S,5S) 5-Isopropyl-2-oxo-oxazolidine-4-carboxylic acid benzyl ester). The yield is 93.0%. Reaction SMILES: [N-:1]=[N+]=[N-].N1[CH:9]=[CH:8][CH:7]=[CH:6][CH:5]=1.Cl[C:11]([O:13][C:14]1C=CC=CC=1)=[O:12].C1(P([C:33]2[CH:38]=[CH:37]C=CC=2)C2C=CC=CC=2)C=CC=CC=1.[C:39]([O:42][CH2:43][CH3:44])(=[O:41])[CH3:40]>ClCCl.S([O-])([O-])(=O)=O.[Na+].[Na+].C(Cl)(Cl)Cl.O.C1COCC1>[CH2:43]([O:42][C:39]([C@@H:40]1[C@H:14]([CH:38]([CH3:37])[CH3:33])[O:13][C:11](=[O:12])[NH:1]1)=[O:41])[C:44]1[CH:5]=[CH:6][CH:7]=[CH:8][CH:9]=1 |f:6.7.8|. Reported procedure: To a solution of the azide, Compound 4 (prepared essentially by the method of Hruby et al., J. Org. Chem. 2002, 67, 3514-3517) (2.0 g, 7.6 mmol, 1 equiv) in dichloromethane at 23° C. (20 mL), was added pyridine (920 μL, 11.5 mmol, 2.5 equiv), followed by phenyl chloroformate (1.05 mL, 8.35 mmol, 1.1 equiv). After 1 h the resulting suspension was partitioned between dichloromethane (50 ml) and aqueous hydrochloric acid (2N, 50 mL). The organics were dried over sodium sulfate and concentrated in v... Reactants: [Br-], CC(C)=O, [Li+], Cc1ccc(S(=O)(=O)OCCC2(O)CCCCC2)cc1. The product is OC1(CCBr)CCCCC1. Reaction SMILES: [Br-:2].[CH3:23][C:24](=[O:25])[CH3:26].[Li+:1].[c:3]1([CH3:4])[cH:5][cH:6][c:7]([S:8]([O:9][CH2:13][CH2:14][C:15]2([OH:21])[CH2:16][CH2:17][CH2:18][CH2:19][CH2:20]2)(=[O:10])=[O:11])[cH:12][cH:22]1>>[Br:2][CH2:13][CH2:14][C:15]1([OH:21])[CH2:16][CH2:17][CH2:18][CH2:19][CH2:20]1. Reactants: BrCCCCOC1=CC2=C(C(=NS2)C2=CC=C(C=C2)Cl)C=C1 (6-(4-Bromo-butoxy)-3-(4-chloro-phenyl)-benzo[d]isothiazole), CNCCO (2-(Methylamino)Ethanol). The product is ClC1=CC=C(C=C1)C1=NSC2=C1C=CC(=C2)OCCCCN(CCO)C (2-({4-[3-(4-Chloro-phenyl)-benzo[d]isothiazol-6-yloxy]-butyl}-methyl-amino)-ethanol). Reaction SMILES: Br[CH2:2][CH2:3][CH2:4][CH2:5][O:6][C:7]1[CH:22]=[CH:21][C:10]2[C:11]([C:14]3[CH:19]=[CH:18][C:17]([Cl:20])=[CH:16][CH:15]=3)=[N:12][S:13][C:9]=2[CH:8]=1.[CH3:23][NH:24][CH2:25][CH2:26][OH:27]>>[Cl:20][C:17]1[CH:18]=[CH:19][C:14]([C:11]2[C:10]3[CH:21]=[CH:22][C:7]([O:6][CH2:5][CH2:4][CH2:3][CH2:2][N:24]([CH3:23])[CH2:25][CH2:26][OH:27])=[CH:8][C:9]=3[S:13][N:12]=2)=[CH:15][CH:16]=1. Reported procedure: According to the method in example 7, 6-(4-Bromo-butoxy)-3-(4-chloro-phenyl)-benzo[d]isothiazole and 2-(Methylamino)Ethanol were converted to yield 2-({4-[3-(4-Chloro-phenyl)-benzo[d]isothiazol-6-yloxy]-butyl}-methyl-amino)-ethanol, MS: 391 (MH+, 1Cl). Reactants: BrC=1C=C(C(=NC1)Cl)C=1N=C2N(C=CC=C2)C1C=O (2-(5-bromo-2-chloropyridin-3-yl)imidazo[1,2-a]pyridine-3-carbaldehyde), [BH4-].[Na+] (NaBH4), O (water). Solvent: CO (MeOH). Conditions: time 30 minute. Yields the product BrC=1C=C(C(=NC1)Cl)C=1N=C2N(C=CC=C2)C1CO ((2-(5-bromo-2-chloropyridin-3-yl)imidazo[1,2-a]pyridin-3-yl)methanol). Yield: 30.6%. Reaction SMILES: [Br:1][C:2]1[CH:3]=[C:4]([C:9]2[N:10]=[C:11]3[CH:16]=[CH:15][CH:14]=[CH:13][N:12]3[C:17]=2[CH:18]=[O:19])[C:5]([Cl:8])=[N:6][CH:7]=1.[BH4-].[Na+].O>CO>[Br:1][C:2]1[CH:3]=[C:4]([C:9]2[N:10]=[C:11]3[CH:16]=[CH:15][CH:14]=[CH:13][N:12]3[C:17]=2[CH2:18][OH:19])[C:5]([Cl:8])=[N:6][CH:7]=1 |f:1.2|. Procedure details: To a solution of 2-(5-bromo-2-chloropyridin-3-yl)imidazo[1,2-a]pyridine-3-carbaldehyde (100 mg, 0.29 mmol) in MeOH (5 mL), NaBH4 (20 mg, 0.53 mmol) was added at 0° C. The reaction mixture was stirred at room temperature for 30 minutes. The reaction mixture was added water and extracted with EtOAc. The organic layer was washed with brine, dried over Na2SO4 and concentrated in vacuo. The resulting residue was purified using PTLC (eluted with dichloromethane:MeOH=30:1) to provide (2-(5-bromo-2-chlo...